This data is from the Open Reaction Database (ORD), a public repository of structured organic reaction records. The task is: describe an organic reaction: reactants, conditions, products, and yield The reactants are Cl (hydrochloric acid), C1COC2(CC3=CC[C@H]4[C@@H]5C[C@H]([C@@H]([C@@]5(C)CC=C4[C@]3(CC2)C)C(CCCOC2CCOCC2)=O)C)O1.C[C@H]1[C@@H]([C@]2(C)[C@@H](C1)[C@@H]1CCC3=CC(CC[C@]3(C)C1=CC2)=O)C(CCCO)=O (16α-Methyl-17β-(1-oxo-[4-hydroxy]butyl)androsta-4,9(11)-dien-3-one 16α-Methyl-17β-(1-oxo-[4-tetrahydropyranyloxy]butyl)-androsta-5,9(11)-dien-3-one 3-ethylene ketal), C([O-])(O)=O.[K+] (potassium bicarbonate). Run in CC(=O)C (aceton). Yields the product C[C@H]1[C@@H]([C@]2(C)[C@@H](C1)[C@@H]1CCC3=CC(CC[C@]3(C)C1=CC2)=O)C(CCCO)=O (16α-methyl-17β-(1-oxo-[4-hydroxy]butyl)androsta-4,9(11)-dien-3-one). RXN SMILES: C1O[C:4]2([CH2:21][CH2:20][C@@:19]3([CH3:22])[C:6](=[CH:7][CH2:8][C@@H:9]4[C:18]3=[CH:17][CH2:16][C@@:14]3([CH3:15])[C@H:10]4[CH2:11][C@@H:12]([CH3:35])[C@@H:13]3[C:23](=[O:34])[CH2:24][CH2:25][CH2:26][O:27]C3CCOCC3)[CH2:5]2)[O:3]C1.C[C@@H]1C[C@H]2[C@H]3C(=CC[C@]2(C)[C@H]1C(=O)CCCO)[C@]1(C)C(=CC(=O)CC1)CC3.Cl.C(=O)(O)[O-].[K+]>CC(C)=O>[CH3:35][C@@H:12]1[CH2:11][C@H:10]2[C@H:9]3[C:18](=[CH:17][CH2:16][C@:14]2([CH3:15])[C@H:13]1[C:23](=[O:34])[CH2:24][CH2:25][CH2:26][OH:27])[C@:19]1([CH3:22])[C:6](=[CH:5][C:4](=[O:3])[CH2:21][CH2:20]1)[CH2:7][CH2:8]3 |f:0.1,3.4|. Reported procedure: Step (E) 16α-Methyl-17β-(1-oxo-[4-hydroxy]butyl)androsta-4,9(11)-dien-3-one 16α-Methyl-17β-(1-oxo-[4-tetrahydropyranyloxy]butyl)-androsta-5,9(11)-dien-3-one 3-ethylene ketal, step (D), is dissolved in aceton (90 ml) and hydrochloric acid (1N, 10 ml) and allowed to stand at 20°-25° for several hours. Following addition of potassium bicarbonate (1N, 25 ml), the mixture is concentrated and extracted with ethyl acetate. The concentrate is chromatographed on silica gel eluting with acetone/methylene ...